From a dataset of the Open Reaction Database (ORD), a public repository of structured organic reaction records. describe an organic reaction: reactants, conditions, products, and yield Starting materials: BrC1=C(C(=NC(=C1)Br)C1=C(C=C(C=C1)F)F)C (4,6-dibromo-2-(2,4-difluorophenyl)-3-methylpyridine), BrN1C(CCC1=O)=O (N-bromosuccinimide), C(C1=CC=CC=C1)(=O)OOC(C1=CC=CC=C1)=O (benzoyl peroxide). The solvent is C(Cl)(Cl)(Cl)Cl (CCl4). Run at temperature 0 celsius. The product is BrC1=C(C(=NC(=C1)Br)C1=C(C=C(C=C1)F)F)CBr (4,6-dibromo-3-(bromomethyl)-2-(2,4-difluorophenyl)pyridine). Reaction SMILES: [Br:1][C:2]1[CH:7]=[C:6]([Br:8])[N:5]=[C:4]([C:9]2[CH:14]=[CH:13][C:12]([F:15])=[CH:11][C:10]=2[F:16])[C:3]=1[CH3:17].[Br:18]N1C(=O)CCC1=O.C(OOC(=O)C1C=CC=CC=1)(=O)C1C=CC=CC=1>C(Cl)(Cl)(Cl)Cl>[Br:1][C:2]1[CH:7]=[C:6]([Br:8])[N:5]=[C:4]([C:9]2[CH:14]=[CH:13][C:12]([F:15])=[CH:11][C:10]=2[F:16])[C:3]=1[CH2:17][Br:18]. Procedure details: To a stirred solution of 4,6-dibromo-2-(2,4-difluorophenyl)-3-methylpyridine (5.0 g, 13.77 mmol, 1 eq) in CCl4 (125 mL) was added N-bromosuccinimide (2.95 g, 16.6 mmol 1.2 eq) and benzoyl peroxide (340 mg, 1.37 mmol, 0.1 eq). The mixture was brought to and maintained at reflux until all the starting material was consumed (approx 3.5 h). The reaction mixture was cooled to 0° C. and the succinimide was filtered off. The solvent was removed under reduced pressure and the product was purified by fla... Starting materials: C(C(=O)Cl)(=O)Cl (oxalyl chloride), C1(CCCC1)CCC(=O)O (3-cyclopentylpropionic acid). Solvent: C(Cl)Cl (methylene chloride), C(Cl)Cl (methylene chloride). Conditions: time 6 hour. Product: C1(CCCC1)CCC(=O)Cl (3-cyclopentylpropionyl chloride). Reaction SMILES: [C:1](Cl)(=O)[C:2]([Cl:4])=[O:3].[CH:7]1([CH2:12]CC(O)=O)[CH2:11][CH2:10][CH2:9][CH2:8]1>C(Cl)Cl>[CH:7]1([CH2:12][CH2:1][C:2]([Cl:4])=[O:3])[CH2:11][CH2:10][CH2:9][CH2:8]1. Procedure: A solution of 1.0 g of oxalyl chloride in 15 ml of methylene chloride is added dropwise to a 0° C. solution of 0.65 g of 3-cyclopentylpropionic acid in 15 ml of methylene chloride. The solution is allowed to warm to room temperature and is stirred for 6 hours. The solution is concentrated at reduced pressure, rediluted with 25 ml of methylene chloride and reconcentrated to give 3-cyclopentylpropionyl chloride. The reactants are C(C)(C)(C)OC([C@H](CNC(=O)NC1=CC=C2C=CC(=CN2C1=O)OCCCNC(=O)OCC1=CC=CC=C1)NS(=O)(=O)C1=CC=CC=C1)=O ((S)-2-Benzenesulfonylamino-3-{3-[7-(3-benzyloxycarbonylamino-propoxy)-4-oxo-4H-quinolizin-3-yl]-ureido}-propionic acid tert-butyl ester), C(=O)(C(F)(F)F)O (TFA). Run in ClCCl (dichloromethane). Run at time 8 hour. The product is C1(=CC=CC=C1)S(=O)(=O)N[C@H](C(=O)O)CNC(=O)NC1=CC=C2C=CC(=CN2C1=O)OCCCNC(=O)OCC1=CC=CC=C1 ((S)-2-Benzenesulfonylamino-3-{3-[7-(3-benzyloxycarbonylamino-propoxy)-4-oxo-4H-quinolizin-3-yl]-ureido}-propionic Acid). Yield: 78.4%. RXN SMILES: C([O:5][C:6](=[O:49])[C@@H:7]([NH:39][S:40]([C:43]1[CH:48]=[CH:47][CH:46]=[CH:45][CH:44]=1)(=[O:42])=[O:41])[CH2:8][NH:9][C:10]([NH:12][C:13]1[C:22](=[O:23])[N:21]2[C:16]([CH:17]=[CH:18][C:19]([O:24][CH2:25][CH2:26][CH2:27][NH:28][C:29]([O:31][CH2:32][C:33]3[CH:38]=[CH:37][CH:36]=[CH:35][CH:34]=3)=[O:30])=[CH:20]2)=[CH:15][CH:14]=1)=[O:11])(C)(C)C.C(O)(C(F)(F)F)=O>ClCCl>[C:43]1([S:40]([NH:39][C@@H:7]([CH2:8][NH:9][C:10]([NH:12][C:13]2[C:22](=[O:23])[N:21]3[C:16]([CH:17]=[CH:18][C:19]([O:24][CH2:25][CH2:26][CH2:27][NH:28][C:29]([O:31][CH2:32][C:33]4[CH:34]=[CH:35][CH:36]=[CH:37][CH:38]=4)=[O:30])=[CH:20]3)=[CH:15][CH:14]=2)=[O:11])[C:6]([OH:49])=[O:5])(=[O:41])=[O:42])[CH:48]=[CH:47][CH:46]=[CH:45][CH:44]=1. Procedure details: To a solution of (S)-2-Benzenesulfonylamino-3-{3-[7-(3-benzyloxycarbonylamino-propoxy)-4-oxo-4H-quinolizin-3-yl]-ureido}-propionic acid tert-butyl ester (25 mg, 0.036 mmol) in dichloromethane (3 mL) was added TFA(3 ml) at room temperature. The reaction mixture was stirred overnight and then solvents were evaporated under reduced pressure. The residue was triturated with ether(2×5 ml) and dried. The resulting solid was purified by flash chromatography (10% methanol in ethyl acetate) to give 18 mg... Starting materials: C1(=CC=CC=C1)S(=O)(=O)N1C(CCC1)/C=C/C1=CC(=C(C=C1)N1CC(NS1(=O)=O)=O)OCC1=CC=CC=C1 (5-{4-[(E)-2-(1-benzenesulfonylpyrrolidin-2-yl)-vinyl]-2-benzyloxyphenyl}-1,1-dioxo-1,2,5-thiadiazolidin-3-one). The reagents and catalysts are [Pd] (Pd/C). Solvent: C(C)O.O (ethanol water). Reaction conditions: time 1 hour. Yields the product C1(=CC=CC=C1)S(=O)(=O)N1C(CCC1)CCC1=CC(=C(C=C1)N1CC(NS1(=O)=O)=O)O (5-{4-[2-(1-Benzenesulfonylpyrrolidin-2-yl)-ethyl]-2-hydroxyphenyl}-1,1-dioxo-1,2,5-thiadiazolidin-3-one). As a reaction SMILES: [C:1]1([S:7]([N:10]2[CH2:14][CH2:13][CH2:12][CH:11]2/[CH:15]=[CH:16]/[C:17]2[CH:22]=[CH:21][C:20]([N:23]3[S:27](=[O:29])(=[O:28])[NH:26][C:25](=[O:30])[CH2:24]3)=[C:19]([O:31]CC3C=CC=CC=3)[CH:18]=2)(=[O:9])=[O:8])[CH:6]=[CH:5][CH:4]=[CH:3][CH:2]=1>C(O)C.O.[Pd]>[C:1]1([S:7]([N:10]2[CH2:14][CH2:13][CH2:12][CH:11]2[CH2:15][CH2:16][C:17]2[CH:22]=[CH:21][C:20]([N:23]3[S:27](=[O:29])(=[O:28])[NH:26][C:25](=[O:30])[CH2:24]3)=[C:19]([OH:31])[CH:18]=2)(=[O:9])=[O:8])[CH:2]=[CH:3][CH:4]=[CH:5][CH:6]=1 |f:1.2|. Reported procedure: To a mixture of 5-{4-[(E)-2-(1-benzenesulfonylpyrrolidin-2-yl)-vinyl]-2-benzyloxyphenyl}-1,1-dioxo-1,2,5-thiadiazolidin-3-one (22 mg) in 4 mL ethanol/water (1:3) is added 5 mg of Degussa Pd/C and the resulting mixture is hydrogenated at 1 atm for 1 h. The catalyst is filtered through Celite and the solvent is removed under reduced pressure. The residue is purified by reverse phase Biotage using a gradient of 20-60% EtOH/water as eluent to furnish the title compound: LC retention time=1.10 min (M... Run in O (water). Starting materials: CC(CC1=CC2=CC=CC=C2C=C1)(C)NC(C)=O (N-[2-Methyl-1-(naphthalen-2-yl)propan-2-yl]acetamide), Cl (hydrochloric acid), [OH-].[Na+] (sodium hydroxide). Reaction SMILES: [CH3:1][C:2]([NH:15]C(=O)C)([CH3:14])[CH2:3][C:4]1[CH:13]=[CH:12][C:11]2[C:6](=[CH:7][CH:8]=[CH:9][CH:10]=2)[CH:5]=1.Cl.[OH-].[Na+]>O>[CH3:14][C:2]([NH2:15])([CH3:1])[CH2:3][C:4]1[CH:13]=[CH:12][C:11]2[C:6](=[CH:7][CH:8]=[CH:9][CH:10]=2)[CH:5]=1 |f:2.3|. Yield: 88.5%. Reported procedure: To N-[2-methyl-1-(naphthalen-2-yl)propan-2-yl]acetamide (26 mg) obtained in Step 8 was added 6N hydrochloric acid (2 ml) and the mixture was heated under reflux for 5 hr. The reaction mixture was poured into water, made basic with a 4N aqueous sodium hydroxide solution, and extracted with diethyl ether. The organic layer was washed with water, dried over potassium carbonate and concentrated under reduced pressure to give the title compound (19 mg). Yields the product CC(CC1=CC2=CC=CC=C2C=C1)(C)N ([2-Methyl-1-(naphthalen-2-yl)propan-2-yl]amine). The reactants are S(O)(O)(=O)=O.NC1=C2N(N=C1)CCN2 (7-amino-2,3-dihydro-1H-imidazo[1,2-b]pyrazole sulfuric acid salt), C(C)N(C(C)C)C(C)C (N-ethyldiisopropylamine), C(C)(C)(C)OC(=O)NCCC(=O)ON1C(CCC1=O)=O (N-[3-(tert-butoxycarbonylamino)propionyloxy]succinimide). Solvent: C(Cl)Cl (methylene chloride). Reaction conditions: time 4 hour. The product is C(C)(C)(C)OC(=O)NCCC(=O)NC1=C2N(N=C1)CCN2 (7-[3-(tert-butoxycarbonylamino)propionyl]amino-2,3-dihydro-1H-imidazo[1,2-b]pyrazole). The yield is 74.6%. Reaction SMILES: S(=O)(=O)(O)O.[NH2:6][C:7]1[CH:11]=[N:10][N:9]2[CH2:12][CH2:13][NH:14][C:8]=12.C(N(C(C)C)C(C)C)C.[C:24]([O:28][C:29]([NH:31][CH2:32][CH2:33][C:34](ON1C(=O)CCC1=O)=[O:35])=[O:30])([CH3:27])([CH3:26])[CH3:25]>C(Cl)Cl>[C:24]([O:28][C:29]([NH:31][CH2:32][CH2:33][C:34]([NH:6][C:7]1[CH:11]=[N:10][N:9]2[CH2:12][CH2:13][NH:14][C:8]=12)=[O:35])=[O:30])([CH3:27])([CH3:26])[CH3:25] |f:0.1|. Procedure: To a solution of 7-amino-2,3-dihydro-1H-imidazo[1,2-b]pyrazole sulfuric acid salt (2.22 g) and N-ethyldiisopropylamine (2.84 g) in methylene chloride (70 ml) was added N-[3-(tert-butoxycarbonylamino)propionyloxy]succinimide (3.15 g). The mixture was stirred at room temperature for 4 hours. The reaction mixture was washed with saturated aqueous sodium hydrogen carbonate solution, and the organic layer was dried over anhydrous magnesium sulfate, filtered and concentrated in vacuo. The oily residue...